Dataset: the Open Reaction Database (ORD), a public repository of structured organic reaction records. Task: describe an organic reaction: reactants, conditions, products, and yield Reactants: C(C1=CC=CC=C1)=O (Benzaldehyde), FC(F)(F)[Si](C)(C)C (trifluoromethyltrimethylsilane), O (water). Run in CCCCCC (hexane). Run at temperature 80 celsius. The product is C1(=CC=CC=C1)C(C(F)(F)F)O (1-phenyl-2,2,2-trifluoroethanol). The yield is 88.0%. As a reaction SMILES: [CH:1](=[O:8])[C:2]1[CH:7]=[CH:6][CH:5]=[CH:4][CH:3]=1.[F:9][C:10]([Si](C)(C)C)([F:12])[F:11].O>CCCCCC>[C:2]1([CH:1]([OH:8])[C:10]([F:12])([F:11])[F:9])[CH:7]=[CH:6][CH:5]=[CH:4][CH:3]=1. Reported procedure: Benzaldehyde was reacted with trifluoromethyltrimethylsilane as in Example 10. After a reaction time of 5 hours, 20 ml of water were added, and the reaction mixture was heated briefly to 80° C. 50 ml of hexane were then added. The reaction mixture was then extracted twice with 100 ml of water, and the resultant organic phase was dried over Na2SO4. On distillation of the crude product, 15.4 g (88% yield) of 1-phenyl-2,2,2-trifluoroethanol (boiling point 68°-69° C./6 mbar) were obtained.